describe an organic reaction: reactants, conditions, products, and yield From a dataset of the Open Reaction Database (ORD), a public repository of structured organic reaction records. Reagents/catalysts: [I-].C(CCC)[N+](CCCC)(CCCC)CCCC (tetrabutylammonium iodide). The reactants are FC(C1(CC1)C1=NN=C(S1)N)(F)F (5-[1-(trifluoromethyl)cyclopropyl]-1,3,4-thiadiazol-2-amine), Example 1B, CN(C=O)C (N,N-dimethylformamide). Reaction SMILES: [F:1][C:2]([F:13])([F:12])[C:3]1([C:6]2[S:10][C:9]([NH2:11])=[N:8][N:7]=2)[CH2:5][CH2:4]1.CN(C)[CH:16]=[O:17]>[I-].C([N+](CCCC)(CCCC)CCCC)CCC>[O:17]1[CH2:16][CH2:5][CH2:4][C@@H:3]1[CH2:2][N:8]1[N:7]=[C:6]([C:3]2([C:2]([F:1])([F:12])[F:13])[CH2:5][CH2:4]2)[S:10][C:9]1=[NH:11] |f:2.3|. The product is O1[C@H](CCC1)CN1C(SC(=N1)C1(CC1)C(F)(F)F)=N (3-[(2R)-tetrahydrofuran-2-ylmethyl]-5-[1-(trifluoromethyl)cyclopropyl]-1,3,4-thiadiazol-2(3H)-imine). Reported procedure: A mixture of Example 1A (0.15 g, 0.7 mmol), Example 1B (0.20 g, 0.8 mmol) and tetrabutylammonium iodide (0.13 g, 0.36 mmol) in N,N-dimethylformamide (0.2 mL) was heated at 95° C. for 16 hr, cooled to room temperature and quenched with 1M NaHCO3 (10 mL). The aqueous layer was extracted with dichloromethane (3×10 mL). The combined organic extracts were dried (Na2SO4), filtered and concentrated to afford 0.2 g (crude) of the title compound. LC/MS (ESI+) m/z 294 (M+H)+. Product: COCC(=O)c1csc(N)n1. Reactants: O=C([O-])O, COC(=O)C(OC)C(=O)c1csc(N)n1, [Na+], [Na+], C1CCOC1, [OH-], O=S(=O)(O)O. As a reaction SMILES: [C:23](=[O:24])([OH:25])[O-:26].[CH3:1][O:2][C:3]([CH:4]([C:5](=[O:6])[c:7]1[n:8][c:9]([NH2:12])[s:10][cH:11]1)[O:13][CH3:14])=[O:15].[Na+:17].[Na+:27].[O:28]1[CH2:29][CH2:30][CH2:31][CH2:32]1.[OH-:16].[S:18](=[O:19])(=[O:20])([OH:21])[OH:22]>>[CH2:4]([C:5](=[O:6])[c:7]1[n:8][c:9]([NH2:12])[s:10][cH:11]1)[O:13][CH3:14]. Reactants: N1(CCOCC1)C(=O)C1=C2C(=NN1)C=1C=CC=CC1S(C2)(=O)=O (3-(morpholin-4-ylcarbonyl)-2,4-dihydrothiochromeno[4,3-c]pyrazole 5,5-dioxide), C([O-])([O-])=O.[K+].[K+] (potassium carbonate), C(C)I (ethyl iodide). The solvent is C(C)#N (acetonitrile). Conditions: temperature 60 celsius. Product: C(C)N1N=C(C2=C1C=1C=CC=CC1S(C2)(=O)=O)C(=O)N2CCOCC2 (1-ethyl-3-(morpholin-4-ylcarbonyl)-1,4-dihydrothiochromeno[4,3-c]pyrazole 5,5-dioxide). Reaction SMILES: [N:1]1([C:7]([C:9]2[NH:13][N:12]=[C:11]3[C:14]4[CH:15]=[CH:16][CH:17]=[CH:18][C:19]=4[S:20](=[O:23])(=[O:22])[CH2:21][C:10]=23)=[O:8])[CH2:6][CH2:5][O:4][CH2:3][CH2:2]1.C(=O)([O-])[O-].[K+].[K+].[CH2:30](I)[CH3:31]>C(#N)C>[CH2:30]([N:12]1[C:11]2[C:14]3[CH:15]=[CH:16][CH:17]=[CH:18][C:19]=3[S:20](=[O:22])(=[O:23])[CH2:21][C:10]=2[C:9]([C:7]([N:1]2[CH2:6][CH2:5][O:4][CH2:3][CH2:2]2)=[O:8])=[N:13]1)[CH3:31] |f:1.2.3|. Reported procedure: To a solution of 3-(morpholin-4-ylcarbonyl)-2,4-dihydrothiochromeno[4,3-c]pyrazole 5,5-dioxide (0.400 g, 1.2 mmol) in acetonitrile (10 mL) is added potassium carbonate (0.49 g, 3.6 mmol) followed by ethyl iodide (0.56 g, 3.6 mmol). The reaction mixture is heated at 60° C. overnight. The crude reaction mixture is filtered through a celite pad and the filtrate concentrated under reduced pressure. The residue is purified by preparative HPLC to afford the title compound as an off-white solid. 1H NMR... The reactants are Cl.C1(CC1)COC1=C(C=C(C(=C1)F)OC)C=1C2=C(N=CN1)C(=C(N2)C)C(=O)NC2CCNCC2 (4-[2-(cyclopropylmethoxy)-4-fluoro-5-methoxyphenyl]-6-methyl-N-piperidin-4-yl-5H-pyrrolo[3,2-d]pyrimidine-7-carboxamide hydrochloride), C(C)(=O)OCC(=O)Cl (2-chloro-2-oxoethyl acetate). Product: C1(CC1)COC1=C(C=C(C(=C1)F)OC)C=1C2=C(N=CN1)C(=C(N2)C)C(=O)NC2CCN(CC2)C(CO)=O (4-[2-(Cyclopropylmethoxy)-4-fluoro-5-methoxyphenyl]-N-(1-glycoloylpiperidin-4-yl)-6-methyl-5H-pyrrolo[3,2-d]pyrimidine-7-carboxamide). As a reaction SMILES: Cl.[CH:2]1([CH2:5][O:6][C:7]2[CH:12]=[C:11]([F:13])[C:10]([O:14][CH3:15])=[CH:9][C:8]=2[C:16]2[C:17]3[NH:24][C:23]([CH3:25])=[C:22]([C:26]([NH:28][CH:29]4[CH2:34][CH2:33][NH:32][CH2:31][CH2:30]4)=[O:27])[C:18]=3[N:19]=[CH:20][N:21]=2)[CH2:4][CH2:3]1.C([O:38][CH2:39][C:40](Cl)=[O:41])(=O)C>>[CH:2]1([CH2:5][O:6][C:7]2[CH:12]=[C:11]([F:13])[C:10]([O:14][CH3:15])=[CH:9][C:8]=2[C:16]2[C:17]3[NH:24][C:23]([CH3:25])=[C:22]([C:26]([NH:28][CH:29]4[CH2:30][CH2:31][N:32]([C:39](=[O:38])[CH2:40][OH:41])[CH2:33][CH2:34]4)=[O:27])[C:18]=3[N:19]=[CH:20][N:21]=2)[CH2:4][CH2:3]1 |f:0.1|. Reported procedure: Starting from 4-[2-(cyclopropylmethoxy)-4-fluoro-5-methoxyphenyl]-6-methyl-N-piperidin-4-yl-5H-pyrrolo[3,2-d]pyrimidine-7-carboxamide hydrochloride (example D.f35) and commercially available 2-chloro-2-oxoethyl acetate the title compound is obtained as colorless solid.